From a dataset of the Open Reaction Database (ORD), a public repository of structured organic reaction records. describe an organic reaction: reactants, conditions, products, and yield Run in C(CCC)O (n-butanol). Conditions: temperature 110 celsius, time 8 hour. Procedure: To a solution of 5-(1,3-dioxolan-2-yl)-2-fluorobenzonitrile (567 mg, 3 mmol) in n-butanol (5 mL) was added hydrazine hydrate (1.47 mL, 30 mmol). The solution was heated to 110° C. for 2 h and cooled to room temperature. The solution was stirred overnight and the resulting precipitate was collected to give the title compound as a white solid (220 mg, 36%). 1H NMR (400 MHz, DMSO-d6) δ 11.44 (s, 1H), 7.78 (s, 1H), 7.28-7.26 (m, 1H), 7.21-7.19 (m, 1H), 5.72 (s, 1H), 5.37 (bs), 4.08-4.02 (m, 2H), 3.9... The reactants are O1C(OCC1)C=1C=CC(=C(C#N)C1)F (5-(1,3-dioxolan-2-yl)-2-fluorobenzonitrile), O.NN (hydrazine hydrate). The yield is 35.7%. RXN SMILES: [O:1]1[CH2:5][CH2:4]O[CH:2]1[C:6]1[CH:7]=[CH:8][C:9](F)=[C:10]([CH:13]=1)[C:11]#[N:12].[OH2:15].[NH2:16][NH2:17]>C(O)CCC>[O:15]1[CH2:4][CH2:5][O:1][CH:2]1[C:6]1[CH:13]=[C:10]2[C:9](=[CH:8][CH:7]=1)[NH:17][N:16]=[C:11]2[NH2:12] |f:1.2|. Yields the product O1C(OCC1)C=1C=C2C(=NNC2=CC1)N (5-(1,3-dioxolan-2-yl)-1H-indazol-3-amine). The reactants are ClC1=C(C(=O)OC)C=CC(=C1)[N+](=O)[O-] (methyl 2-chloro-4-nitrobenzoate), NC1=C(C(=NN1)C1=CC=C(C=C1)OC1=CC=CC=C1)C(=O)N (5-amino-3-(4-phenoxyphenyl)-1H-pyrazole-4-carboxamide), compound 76. The product is NC1=CC=C2C(NC=3N(C2=C1)N=C(C3C(=O)N)C3=CC=C(C=C3)OC3=CC=CC=C3)=O (8-Amino-5-oxo-2-(4-phenoxyphenyl)-4,5-dihydropyrazolo[1,5-a]quinazoline-3-carboxamide). As a reaction SMILES: Cl[C:2]1[CH:11]=[C:10]([N+:12]([O-])=O)[CH:9]=[CH:8][C:3]=1[C:4]([O:6]C)=O.[NH2:15][C:16]1[NH:20][N:19]=[C:18]([C:21]2[CH:26]=[CH:25][C:24]([O:27][C:28]3[CH:33]=[CH:32][CH:31]=[CH:30][CH:29]=3)=[CH:23][CH:22]=2)[C:17]=1[C:34]([NH2:36])=[O:35]>>[NH2:12][C:10]1[CH:11]=[C:2]2[C:3]([C:4](=[O:6])[NH:15][C:16]3[N:20]2[N:19]=[C:18]([C:21]2[CH:22]=[CH:23][C:24]([O:27][C:28]4[CH:29]=[CH:30][CH:31]=[CH:32][CH:33]=4)=[CH:25][CH:26]=2)[C:17]=3[C:34]([NH2:36])=[O:35])=[CH:8][CH:9]=1. Procedure: The desired product was prepared from methyl 2-chloro-4-nitrobenzoate and 5-amino-3-(4-phenoxyphenyl)-1H-pyrazole-4-carboxamide using the procedures similar to those for compound 76 and 77. 1H NMR (400 MHz, DMSO-d6) δ 10.61 (s, 1H), 7.77 (d, J=8.4 Hz, 1H), 7.71 (d, J=8.0 Hz, 2H), 7.44-7.36 (m, 2H), 7.19-7.02 (m, 6H), 6.64 (d, J=8.4 Hz, 1H), 6.55 (br s, 2H). MS (ESI, m/e) [M+1]+ 412.1. Starting materials: IC1=C(C=CC(=C1)C(C)(C)C)O (2-iodo-4-(1,1-dimethylethyl)phenol), O (water), ClCC(=O)NCO (2-chloro-N-(hydroxymethyl)acetamide). Solvent: C(C)(=O)O (acetic acid), S(O)(O)(=O)=O (sulfuric acid). Conditions: temperature 20 celsius, time 10 minute. Yields the product Cl.NCC1=C(C(=CC(=C1)C(C)(C)C)I)O (2-aminomethyl-4-(1,1-dimethylethyl)-6-iodophenol hydrochloride). Yield: 36.6%. RXN SMILES: [I:1][C:2]1[CH:7]=[C:6]([C:8]([CH3:11])([CH3:10])[CH3:9])[CH:5]=[CH:4][C:3]=1[OH:12].[Cl:13]C[C:15]([NH:17]CO)=O.O>C(O)(=O)C.S(=O)(=O)(O)O>[ClH:13].[NH2:17][CH2:15][C:4]1[CH:5]=[C:6]([C:8]([CH3:9])([CH3:11])[CH3:10])[CH:7]=[C:2]([I:1])[C:3]=1[OH:12] |f:5.6|. Procedure: To a freshly prepared solution of 2-iodo-4-(1,1-dimethylethyl)phenol (5.5 g., 0.02 mole) in a mixture of acetic acid (27 ml.) and sulfuric acid (3 ml.) is added powdered 2-chloro-N-(hydroxymethyl)acetamide (2.5 g., 0.02 mole) with stirring at 20° C. over a 10 minute period. After 2.5 hours the orange solution is poured into water (200 ml.). The 2-chloro-N-[2-hydroxy-3-iodo-5-(1,1-dimethylethyl)benzyl]-acetamide which precipitates is collected, dried by suction and dissolved in ethanol (75 ml.). ... Starting materials: ClC(=O)N1C2=C(NC(C3=C1C=CC=C3)=O)C=CC=N2 (11-(chlorocarbonyl)-5,11-dihydro-6H-pyrido[2,3-b][1,4]benzodiazepin-6-one), C(C)N(CCOCCC1NCCCC1)CC (2-[2-[2-(diethylamino)ethoxy]ethyl]piperidine). Run in C(C)#N (acetonitrile). Product: C(C)N(CCOCCC1N(CCCC1)C(=O)N1C2=C(NC(C3=C1C=CC=C3)=O)C=CC=N2)CC (11-[[2-[2-[2-(Diethylamino)ethoxy]ethyl]-1-piperidinyl]carbonyl]-5,11-dihydro-6H-pyrido[2,3-b][1,4]benzodiazepin-6-one). Isolated yield 79.0%. As a reaction SMILES: Cl[C:2]([N:4]1[C:10]2[CH:11]=[CH:12][CH:13]=[CH:14][C:9]=2[C:8](=[O:15])[NH:7][C:6]2[CH:16]=[CH:17][CH:18]=[N:19][C:5]1=2)=[O:3].[CH2:20]([N:22]([CH2:34][CH3:35])[CH2:23][CH2:24][O:25][CH2:26][CH2:27][CH:28]1[CH2:33][CH2:32][CH2:31][CH2:30][NH:29]1)[CH3:21]>C(#N)C>[CH2:34]([N:22]([CH2:20][CH3:21])[CH2:23][CH2:24][O:25][CH2:26][CH2:27][CH:28]1[CH2:33][CH2:32][CH2:31][CH2:30][N:29]1[C:2]([N:4]1[C:10]2[CH:11]=[CH:12][CH:13]=[CH:14][C:9]=2[C:8](=[O:15])[NH:7][C:6]2[CH:16]=[CH:17][CH:18]=[N:19][C:5]1=2)=[O:3])[CH3:35]. Procedure: Prepared analogously to Example 4 from 11-(chlorocarbonyl)-5,11-dihydro-6H-pyrido[2,3-b][1,4]benzodiazepin-6-one and 2-[2-[2-(diethylamino)ethoxy]ethyl]piperidine (b.p.0.4 mmHg 95°-99° C.) in a yield of 79% of theory. Colourless crystals, m.p. 134°-136° C. (acetonitrile). Reactants: Cl (hydrochloric acid), C(C1=CC=CC=C1)C1=CC=C(C=C1)C=1C=NN2C1N=CC(=C2O)C(=O)OCC (3-(4-benzylphenyl)-6-ethoxycarbonyl-7-hydroxypyrazolo[1,5-a]pyrimidine), [OH-].[Na+] (sodium hydroxide), C(C)O (ethanol). Solvent: O (water), O (water). Product: C(C1=CC=CC=C1)C1=CC=C(C=C1)C=1C=NN2C1N=CC(=C2O)C(=O)O (3-(4-benzylphenyl)-6-carboxy-7-hydroxypyrazolo[1,5-a]py rimidine). Yield: 99.3%. Reaction SMILES: [CH2:1]([C:8]1[CH:13]=[CH:12][C:11]([C:14]2[CH:15]=[N:16][N:17]3[C:22]([OH:23])=[C:21]([C:24]([O:26]CC)=[O:25])[CH:20]=[N:19][C:18]=23)=[CH:10][CH:9]=1)[C:2]1[CH:7]=[CH:6][CH:5]=[CH:4][CH:3]=1.[OH-].[Na+].C(O)C.Cl>O>[CH2:1]([C:8]1[CH:9]=[CH:10][C:11]([C:14]2[CH:15]=[N:16][N:17]3[C:22]([OH:23])=[C:21]([C:24]([OH:26])=[O:25])[CH:20]=[N:19][C:18]=23)=[CH:12][CH:13]=1)[C:2]1[CH:7]=[CH:6][CH:5]=[CH:4][CH:3]=1 |f:1.2|. Procedure: A mixture of 3-(4-benzylphenyl)-6-ethoxycarbonyl-7-hydroxypyrazolo[1,5-a]pyrimidine 1.35 g), sodium hydroxide (1.50 g), ethanol (35 ml) and water (35 ml) was stirred under heating reflux for 2 hours. Then, to the reaction mixture was added water (50 ml), and hydrochloric acid was added at 0° C. to adjust to acid. After stirring for 30 minutes, the precipitate was separated by filtration, washed with water, and dried to give the title compound (1.24 g).